Dataset: the Open Reaction Database (ORD), a public repository of structured organic reaction records. Task: describe an organic reaction: reactants, conditions, products, and yield The reactants are C1(=CC=CC=C1)CC(=O)O (phenylacetic acid), NC1=C(C=C(C=C1)Cl)C(=O)C1=CC=CC=C1 ((2-amino-5-chloro-phenyl)-phenyl-methanone). Product: ClC=1C=C2C(=C(C(NC2=CC1)=O)C1=CC=CC=C1)C1=CC=CC=C1 (6-Chloro-3,4-diphenyl-1H-quinolin-2-one). Yield: 53.0%. Reaction SMILES: [C:1]1([CH2:7][C:8]([OH:10])=O)[CH:6]=[CH:5][CH:4]=[CH:3][CH:2]=1.[NH2:11][C:12]1[CH:17]=[CH:16][C:15]([Cl:18])=[CH:14][C:13]=1[C:19]([C:21]1[CH:26]=[CH:25][CH:24]=[CH:23][CH:22]=1)=O>>[Cl:18][C:15]1[CH:14]=[C:13]2[C:12](=[CH:17][CH:16]=1)[NH:11][C:8](=[O:10])[C:7]([C:1]1[CH:2]=[CH:3][CH:4]=[CH:5][CH:6]=1)=[C:19]2[C:21]1[CH:22]=[CH:23][CH:24]=[CH:25][CH:26]=1. Procedure details: from phenylacetic acid and (2-amino-5-chloro-phenyl)-phenyl-methanone according to general procedure 2. Yield 53%.